From a dataset of the Open Reaction Database (ORD), a public repository of structured organic reaction records. describe an organic reaction: reactants, conditions, products, and yield Starting materials: O (water), N1C(=O)NC(=O)C1 (hydantoin), C1(CC=CCC1)C=O (3-cyclohexene-1-carbaldehyde), C(O)CN (monoethanolamine). Run in C(C)(C)O (isopropyl alcohol). Reaction conditions: temperature 120 celsius. Product: C1(CC=CCC1)C=C1C(NC(N1)=O)=O (5-(3-cyclohexene-1-yl)methylenehydantoin). Isolated yield 87.1%. As a reaction SMILES: O.[NH:2]1[CH2:8][C:6](=[O:7])[NH:5][C:3]1=[O:4].[CH:9]1([CH:15]=O)[CH2:14][CH2:13][CH:12]=[CH:11][CH2:10]1.C(CN)O>C(O)(C)C>[CH:9]1([CH:15]=[C:8]2[NH:2][C:3](=[O:4])[NH:5][C:6]2=[O:7])[CH2:14][CH2:13][CH:12]=[CH:11][CH2:10]1. Procedure details: Fifty milliliters of water, 20 ml of isopropyl alcohol, 20.00 g of hydantoin, 24.22 g of 3-cyclohexene-1-carbaldehyde and 6.10 g of monoethanolamine were placed in a reactor equipped with a mechanical stirrer and a reflux condenser, the mixture was stirred in an oil bath at 120° C. while refluxing. After 3 hours of continued heating and stirring, the solution was cooled to 10° C., and the precipitated crystals were collected by filtration. These were suspended in 100 ml of a mixed solution of wa...